From a dataset of the Open Reaction Database (ORD), a public repository of structured organic reaction records. describe an organic reaction: reactants, conditions, products, and yield The reactants are C(C)OC(=O)C1=C(N=C(N(C1C1=C(C=CC=C1)Cl)CCCN(C)C(=O)OC(C)(C)C)OC)COCCN=[N+]=[N-] (racemic 4-(2-azido-ethoxymethyl)-1-[3-(tert-butoxycarbonyl-methyl-amino)-propyl]-6-(2-chloro-phenyl)-2-methoxy-1,6-dihydro-pyrimidine-5-carboxylic acid ethyl ester). The solvent is C(Cl)Cl (CH2Cl2), FC(C(=O)O)(F)F (trifluoroacetic acid). Reaction conditions: time 2 hour. The product is C(C)OC(=O)C=1C(N(C(NC1COCCN=[N+]=[N-])=O)CCCNC)C1=C(C=CC=C1)Cl (6-(2-Azido-ethoxymethyl)-4-(2-chloro-phenyl)-3-(3-methylamino-propyl)-2-oxo-1,2,3,4-tetrahydro-pyrimidine-5-carboxylic acid ethyl ester). Reaction SMILES: [CH2:1]([O:3][C:4]([C:6]1[CH:11]([C:12]2[CH:17]=[CH:16][CH:15]=[CH:14][C:13]=2[Cl:18])[N:10]([CH2:19][CH2:20][CH2:21][N:22](C(OC(C)(C)C)=O)[CH3:23])[C:9]([O:31]C)=[N:8][C:7]=1[CH2:33][O:34][CH2:35][CH2:36][N:37]=[N+:38]=[N-:39])=[O:5])[CH3:2]>C(Cl)Cl.FC(F)(F)C(O)=O>[CH2:1]([O:3][C:4]([C:6]1[CH:11]([C:12]2[CH:17]=[CH:16][CH:15]=[CH:14][C:13]=2[Cl:18])[N:10]([CH2:19][CH2:20][CH2:21][NH:22][CH3:23])[C:9](=[O:31])[NH:8][C:7]=1[CH2:33][O:34][CH2:35][CH2:36][N:37]=[N+:38]=[N-:39])=[O:5])[CH3:2]. Reported procedure: A solution of racemic 4-(2-azido-ethoxymethyl)-1-[3-(tert-butoxycarbonyl-methyl-amino)-propyl]-6-(2-chloro-phenyl)-2-methoxy-1,6-dihydro-pyrimidine-5-carboxylic acid ethyl ester (200 mg, 0.354 mmol) in CH2Cl2 (3 mL) and trifluoroacetic acid (1.5 mL) was stirred at RT under N2 to remove the BOC protecting group. After 2 h, 1N aqueous HCl (1 mL) and THF (3 mL) was added to the mixture. The mixture was left to stir overnight. The mixture was taken up in EtOAc (50 mL) and basicified with saturated N... The reactants are CO, COc1cc2c(c(Cl)c1Cl)C(=O)C(CCCCl)(CCC(C)=O)C2, Cl, [Na+], [OH-]. The product is COc1cc2c(c(Cl)c1Cl)C1=CC(=O)CCC1(CCCCl)C2. As a reaction SMILES: [CH3:27][OH:28].[Cl:1][CH2:2][CH2:3][CH2:4][C:5]1([CH2:19][CH2:20][C:21]([CH3:22])=[O:23])[C:6](=[O:18])[c:7]2[c:8]([Cl:17])[c:9]([Cl:16])[c:10]([O:14][CH3:15])[cH:11][c:12]2[CH2:13]1.[ClH:26].[Na+:25].[OH-:24]>>[Cl:1][CH2:2][CH2:3][CH2:4][C:5]12[C:6](=[CH:22][C:21](=[O:23])[CH2:20][CH2:19]1)[c:7]1[c:8]([Cl:17])[c:9]([Cl:16])[c:10]([O:14][CH3:15])[cH:11][c:12]1[CH2:13]2. Reported procedure: To a solution of sodium ethoxide prepared from 25 g (1.1 mol) sodium metal in 800 ml ethanol was added 108 g (1.0 mol) m-cresol. After warming at reflux for 1.5 hr, 167 g (1.0 mol) ethyl bromoacetate was added dropwise as reflux continued. After 5.5 hr reflux, the reaction mixture was cooled and NaBr removed by filtration. The filtrate was concentrated to 200 ml volume and extracted with 3 × 300 ml ether. The combined ether layers were washed with pH 10.5 NaOH solution, saturated NaCl solution a... Starting materials: BrCC(=O)OCC (ethyl bromoacetate), [O-]CC.[Na+] (sodium ethoxide), [Na] (sodium), C1=C(C=CC=C1O)C (m-cresol). Product: C(C)(=O)OCCOC=1C=C(C=CC1)C (m-tolyloxyethyl acetate). RXN SMILES: [O-]CC.[Na+].[Na].[CH:6]1[C:11]([OH:12])=[CH:10][CH:9]=[CH:8][C:7]=1[CH3:13].Br[CH2:15][C:16]([O:18][CH2:19][CH3:20])=[O:17]>C(O)C>[C:16]([O:18][CH2:19][CH2:20][O:12][C:11]1[CH:6]=[C:7]([CH3:13])[CH:8]=[CH:9][CH:10]=1)(=[O:17])[CH3:15] |f:0.1,^1:4|. The yield is 59.4%. Run in C(C)O (ethanol). Reactants: C1(=CC=CC=C1)S(=O)(=O)Cl (benzenesulfonyl chloride), C1=CC(=CC(=C1)Cl)C(=O)OO (mCPBA), COCCC=1N(C2=C(C=NC=3C=CC=CC23)N1)CCCCC(=O)N1CCOCC1 (2-(2-methoxyethyl)-1-(5-morpholin-4-yl-5-oxopentyl)-1H-imidazo[4,5-c]quinoline), [OH-].[NH4+] (ammonium hydroxide). The solvent is C(Cl)(Cl)Cl (chloroform), C(Cl)(Cl)Cl (chloroform). Reaction conditions: time 2 hour. Yields the product COCCC=1N(C2=C(C(=NC=3C=CC=CC23)N)N1)CCCCC(=O)N1CCOCC1 (2-(2-methoxyethyl)-1-(5-morpholin-4-yl-5-oxopentyl)-1H-imidazo[4,5-c]quinolin-4-amine). RXN SMILES: C1C=C(Cl)C=C(C(OO)=O)C=1.[CH3:12][O:13][CH2:14][CH2:15][C:16]1[N:17]([CH2:29][CH2:30][CH2:31][CH2:32][C:33]([N:35]2[CH2:40][CH2:39][O:38][CH2:37][CH2:36]2)=[O:34])[C:18]2[C:27]3[CH:26]=[CH:25][CH:24]=[CH:23][C:22]=3[N:21]=[CH:20][C:19]=2[N:28]=1.[OH-].[NH4+:42].C1(S(Cl)(=O)=O)C=CC=CC=1>C(Cl)(Cl)Cl>[CH3:12][O:13][CH2:14][CH2:15][C:16]1[N:17]([CH2:29][CH2:30][CH2:31][CH2:32][C:33]([N:35]2[CH2:36][CH2:37][O:38][CH2:39][CH2:40]2)=[O:34])[C:18]2[C:27]3[CH:26]=[CH:25][CH:24]=[CH:23][C:22]=3[N:21]=[C:20]([NH2:42])[C:19]=2[N:28]=1 |f:2.3|. Reported procedure: mCPBA (6.60 g, 28.7 mmol) was added to a solution of 2-(2-methoxyethyl)-1-(5-morpholin-4-yl-5-oxopentyl)-1H-imidazo[4,5-c]quinoline (6.5 g, 17 mmol) in chloroform (100 mL); the reaction was stirred for two hours at ambient temperature. The reaction was cooled to 0° C., and ammonium hydroxide (50 mL) was added. A solution of benzenesulfonyl chloride (4.11 mL, 33.0 mmol) in chloroform (20 mL) was added over a period of 20 minutes, and the reaction was allowed to warm to ambient temperature and sti... The reactants are O=[N+]([O-])c1ccc(F)cc1, CC(C)(C)OC(=O)NC1CCNC1. Product: CC(C)(C)OC(=O)NC1CCN(c2ccc([N+](=O)[O-])cc2)C1. Reaction SMILES: [F:14][c:15]1[cH:16][cH:17][c:18]([N+:21](=[O:22])[O-:23])[cH:19][cH:20]1.[NH:1]1[CH2:2][CH:3]([NH:6][C:7]([O:8][C:9]([CH3:10])([CH3:11])[CH3:12])=[O:13])[CH2:4][CH2:5]1>>[N:1]1([c:15]2[cH:16][cH:17][c:18]([N+:21](=[O:22])[O-:23])[cH:19][cH:20]2)[CH2:2][CH:3]([NH:6][C:7]([O:8][C:9]([CH3:10])([CH3:11])[CH3:12])=[O:13])[CH2:4][CH2:5]1. Starting materials: C(CCC)N(C(N(C)C)=O)C (3-n-butyl-1,1,3-trimethylurea), NC1=C(C=CC=C1)N1CCOCC1 (4-(2-aminophenyl)morpholine), P(=O)(Cl)(Cl)Cl (phosphorus oxychloride). Run in C1=CC=CC=C1 (benzene), C1=CC=CC=C1 (benzene). Product: C(CCC)N(C(=NC1=C(C=CC=C1)N1CCOCC1)N(C)C)C (1-n-butyl-2-(2-morpholinophenyl)-1,3,3-trimethyl guanidine). As a reaction SMILES: [CH2:1]([N:5]([CH3:11])[C:6](=O)[N:7]([CH3:9])[CH3:8])[CH2:2][CH2:3][CH3:4].[NH2:12][C:13]1[CH:18]=[CH:17][CH:16]=[CH:15][C:14]=1[N:19]1[CH2:24][CH2:23][O:22][CH2:21][CH2:20]1.P(Cl)(Cl)(Cl)=O>C1C=CC=CC=1>[CH2:1]([N:5]([CH3:11])[C:6]([N:7]([CH3:9])[CH3:8])=[N:12][C:13]1[CH:18]=[CH:17][CH:16]=[CH:15][C:14]=1[N:19]1[CH2:24][CH2:23][O:22][CH2:21][CH2:20]1)[CH2:2][CH2:3][CH3:4]. Procedure details: Reaction of 3-n-butyl-1,1,3-trimethylurea (7 g) in benzene (60 ml) with 4-(2-aminophenyl)morpholine (7.2 g) in benzene (30 ml) in the presence of phosphorus oxychloride (4 ml) for 18 hours at 80°-85° C. gave 1-n-butyl-2-(2-morpholinophenyl)-1,3,3-trimethyl guanidine (bp. 162°-163° C. at 0.7 mm Hg). Reactants: O=C[C@H](O)[C@@H](O)[C@H](O)[C@H](O)CO (glucose), FC1=C(C=CC=C1)C(C)=O (1-(2′-fluorophenyl)ethanone), [OH-].[Na+] (sodium hydroxide). Reagents/catalysts: C1=CC(=C[N+](=C1)[C@H]2[C@@H]([C@@H]([C@H](O2)COP(=O)(O)OP(=O)(O)OC[C@@H]3[C@H]([C@H]([C@@H](O3)N4C=NC5=C4N=CN=C5N)OP(=O)(O)O)O)O)O)C(=O)N (NADP). Run at temperature 30 celsius, time 24 hour. The product is FC1=C(C=CC=C1)C(C)O (1-(2′-fluorophenyl)ethanol). Yield: 80.8%. RXN SMILES: O=C[C@@H]([C@H]([C@@H]([C@@H](CO)O)O)O)O.[F:13][C:14]1[CH:19]=[CH:18][CH:17]=[CH:16][C:15]=1[C:20](=[O:22])[CH3:21].[OH-].[Na+]>C1C=[N+]([C@@H]2O[C@H](COP(OP(OC[C@H]3O[C@@H](N4C5N=CN=C(N)C=5N=C4)[C@H](OP(O)(O)=O)[C@@H]3O)(O)=O)(O)=O)[C@@H](O)[C@H]2O)C=C(C(N)=O)C=1>[F:13][C:14]1[CH:19]=[CH:18][CH:17]=[CH:16][C:15]=1[CH:20]([OH:22])[CH3:21] |f:2.3|. Procedure details: The culture of the recombinant Escherichia coli HB101(pNTRGG1) as obtained in Example 9 was subjected to ultrasonic cell disruption using SONIFIRE 250 (product of BRANSON). To 100 ml of this cell disruption fluid, there were added 15 g of glucose, 5 g of 1-(2′-fluorophenyl)ethanone and 15 mg of NADP. This reaction mixture was stirred at 30° C. for 24 hours while adjusting the pH to 6.5 with 5 M sodium hydroxide. After completion of the reaction, this reaction mixture was extracted with ethyl ace... The reactants are C(=O)(O)[O-].[Na+] (NaHCO3), BrC1=C(N)C(=CC(=C1)Br)[N+](=O)[O-] (2,4-dibromo-6-nitroaniline), Cl[Sn]Cl (SnCl2), C(C)O (ethanol). The solvent is C(C)(=O)OCC (ethyl acetate), C(C)(=O)OCC (ethyl acetate), hexanes. The product is BrC=1C(=C(C=C(C1)Br)N)N (3,5-Dibromo-1,2-diaminobenzene). Reaction SMILES: [Br:1][C:2]1[CH:8]=[C:7]([Br:9])[CH:6]=[C:5]([N+:10]([O-])=O)[C:3]=1[NH2:4].Cl[Sn]Cl.C(O)C.C([O-])(O)=O.[Na+]>C(OCC)(=O)C>[Br:1][C:2]1[C:3]([NH2:4])=[C:5]([NH2:10])[CH:6]=[C:7]([Br:9])[CH:8]=1 |f:3.4|. Procedure: 3,5-Dibromo-1,2-diaminobenzene was prepared using an adaptation of the method of Bellamy, et al. (Bellamy, F. D. et al., Tetrahedron Lett. 25:839 (1984)). A mixture of 2,4-dibromo-6-nitroaniline (500 mg, 1.69 mmol) and SnCl2 ·2H2O (1.90 g, 8.45 mmol) dissolved in 5 mL ethyl acetate and 2 mL absolute ethanol under N2 was heated at 70° C. for 1 h. All the starting material had reacted as evidenced by TLC (silica gel, 3:1 hexanes:ethyl acetate). The reaction was allowed to cool to room temperature ...